From a dataset of the Open Reaction Database (ORD), a public repository of structured organic reaction records. describe an organic reaction: reactants, conditions, products, and yield Product: CC1(c2ccccc2)OC(CC(SCCCO)c2ccsc2)=CC1=O. Starting materials: CC1(c2ccccc2)OC(C=Cc2ccsc2)=CC1=O, OCCCS. As a reaction SMILES: [CH3:1][C:2]1([c:15]2[cH:16][cH:17][cH:18][cH:19][cH:20]2)[O:3][C:4]([CH:8]=[CH:9][c:10]2[cH:11][s:12][cH:13][cH:14]2)=[CH:5][C:6]1=[O:7].[SH:21][CH2:22][CH2:23][CH2:24][OH:25]>>[CH3:1][C:2]1([c:15]2[cH:16][cH:17][cH:18][cH:19][cH:20]2)[O:3][C:4]([CH2:8][CH:9]([c:10]2[cH:11][s:12][cH:13][cH:14]2)[S:21][CH2:22][CH2:23][CH2:24][OH:25])=[CH:5][C:6]1=[O:7].